This data is from the Open Reaction Database (ORD), a public repository of structured organic reaction records. The task is: describe an organic reaction: reactants, conditions, products, and yield Starting materials: O=C1C2(C(C3=C(C(=C(C=C13)OCC(=O)OC)C)Cl)=O)CCCC2 (methyl [1',3'-dioxo-4'-chloro-5'-methylspiro(cyclopentane-1,2'-indan)-6'-yloxy]acetate), [OH-].[K+] (potassium hydroxide), CO (methanol), Cl (hydrochloric acid). Solvent: O (water). Product: O=C1C2(C(C3=C(C(=C(C=C13)OCC(=O)O)C)Cl)=O)CCCC2 ([1',3'-Dioxo-4'-chloro-5'-methylspiro-(cyclopentane-1,2'-indan)-6'-yloxy]-acetic acid). Reaction SMILES: [O:1]=[C:2]1[C:10]2[C:5](=[C:6]([Cl:18])[C:7]([CH3:17])=[C:8]([O:11][CH2:12][C:13]([O:15]C)=[O:14])[CH:9]=2)[C:4](=[O:19])[C:3]21[CH2:23][CH2:22][CH2:21][CH2:20]2.[OH-].[K+].CO.Cl>O>[O:1]=[C:2]1[C:10]2[C:5](=[C:6]([Cl:18])[C:7]([CH3:17])=[C:8]([O:11][CH2:12][C:13]([OH:15])=[O:14])[CH:9]=2)[C:4](=[O:19])[C:3]21[CH2:23][CH2:22][CH2:21][CH2:20]2 |f:1.2|. Procedure: A mixture of methyl [1',3'-dioxo-4'-chloro-5'-methylspiro(cyclopentane-1,2'-indan)-6'-yloxy]acetate (3.5 g., 0.0104 mole) potassium hydroxide (0.67 g., 0.012 mole) and methanol (200 ml.) is refluxed for 1/2 hour, diluted with water (800 ml.) and acidified with hydrochloric acid affording 3.1 g. of [1',3'-dioxo-4'-chloro-5'-methylspiro(cyclopentane-1,2'-indan)-6'-ylox]acetic acid which melts at 204°-4°C. after recrystallization from acetic acid-water. The reactants are C(C)C1(COC2=CC(=CC=C2C1CCCCCCCCCC(C(=O)O)CCCCCCC(C(F)(F)F)(F)F)O)C1=CC=C(C=C1)O (11-[(3RS,4RS)-3-ethyl-7-hydroxy-3-(4-hydroxyphenyl)chroman-4-yl]-2-(7,7,8,8,8-pentafluorooctyl)-undecanoic acid), FC(CCCC(C(=O)OCC)CCCCCCC=C)(C(C(C(F)(F)F)(F)F)(F)F)F (ethyl 2-(4,4,5,5,6,6,7,7,7-nonafluoroheptyl)-9-decenoate). Yields the product C(C)C1(COC2=CC(=CC=C2C1CCCCCCCCCC(C(=O)O)CCCC(C(C(C(F)(F)F)(F)F)(F)F)(F)F)O)C1=CC=C(C=C1)O (11-[(3RS,4RS)-3-ethyl-7-hydroxy-3-(4-hydroxyphenyl)chroman-4-yl]-2-(4,4,5,5,6,6,7,7,7-nonafluoroheptyl)undecanoic acid). As a reaction SMILES: [CH2:1]([C:3]1([C:40]2[CH:45]=[CH:44][C:43]([OH:46])=[CH:42][CH:41]=2)[CH:12]([CH2:13][CH2:14][CH2:15][CH2:16][CH2:17][CH2:18][CH2:19]CCC(CCCCCCC(F)(F)C(F)(F)F)C(O)=O)[C:11]2[C:6](=[CH:7][C:8]([OH:39])=[CH:9][CH:10]=2)[O:5][CH2:4]1)[CH3:2].[F:47][C:48]([F:76])([C:66]([F:75])([F:74])[C:67]([F:73])([F:72])[C:68]([F:71])([F:70])[F:69])[CH2:49][CH2:50][CH2:51][CH:52]([CH2:58][CH2:59]CCCCC=C)[C:53]([O:55]CC)=[O:54]>>[CH2:1]([C:3]1([C:40]2[CH:41]=[CH:42][C:43]([OH:46])=[CH:44][CH:45]=2)[CH:12]([CH2:13][CH2:14][CH2:15][CH2:16][CH2:17][CH2:18][CH2:19][CH2:59][CH2:58][CH:52]([CH2:51][CH2:50][CH2:49][C:48]([F:47])([F:76])[C:66]([F:75])([F:74])[C:67]([F:73])([F:72])[C:68]([F:69])([F:70])[F:71])[C:53]([OH:55])=[O:54])[C:11]2[C:6](=[CH:7][C:8]([OH:39])=[CH:9][CH:10]=2)[O:5][CH2:4]1)[CH3:2]. Procedure: Starting with the allyl compound prepared in Example 21 and ethyl 2-(4,4,5,5,6,6,7,7,7-nonafluoroheptyl)-9-decenoate prepared separately, the same procedure as shown in Example 21 was repeated to give 11-[(3RS,4RS)-3-ethyl-7-hydroxy-3-(4-hydroxyphenyl)chroman-4-yl]-2-(4,4,5,5,6,6,7,7,7-nonafluoroheptyl)undecanoic acid. Reactants: [H-].[Na+] (Sodium hydride), CC1=CC=C(C=C1)C1CNC(O1)=O (5-(4-methylphenyl)-1,3-oxazolidin-2-one), BrCC1=C(C=CC(=C1)C(F)(F)F)C1=C(C=CC(=C1)C(C)C)OC (2-(bromomethyl)-5′-isopropyl-2′-methoxy-4-(trifluoromethyl)biphenyl). The solvent is C1CCOC1 (THF), C1CCOC1 (THF). Run at time 30 minute. The product is C(C)(C)C=1C=CC(=C(C1)C1=C(C=C(C=C1)C(F)(F)F)CN1C(OC(C1)C1=CC=C(C=C1)C)=O)OC (3-{[5′-isopropyl-2′-methoxy-4-(trifluoromethyl)biphenyl-2-yl]methyl}-5-(4-methylphenyl)-1,3-oxazolidin-2-one). RXN SMILES: [H-].[Na+].[CH3:3][C:4]1[CH:9]=[CH:8][C:7]([CH:10]2[O:14][C:13](=[O:15])[NH:12][CH2:11]2)=[CH:6][CH:5]=1.Br[CH2:17][C:18]1[CH:23]=[C:22]([C:24]([F:27])([F:26])[F:25])[CH:21]=[CH:20][C:19]=1[C:28]1[CH:33]=[C:32]([CH:34]([CH3:36])[CH3:35])[CH:31]=[CH:30][C:29]=1[O:37][CH3:38]>C1COCC1>[CH:34]([C:32]1[CH:31]=[CH:30][C:29]([O:37][CH3:38])=[C:28]([C:19]2[CH:20]=[CH:21][C:22]([C:24]([F:27])([F:25])[F:26])=[CH:23][C:18]=2[CH2:17][N:12]2[CH2:11][CH:10]([C:7]3[CH:6]=[CH:5][C:4]([CH3:3])=[CH:9][CH:8]=3)[O:14][C:13]2=[O:15])[CH:33]=1)([CH3:36])[CH3:35] |f:0.1|. Procedure details: Sodium hydride (6.4 mg of a 60% dispersion in mineral oil, 0.161 mmol) was added to a stirred solution of 5-(4-methylphenyl)-1,3-oxazolidin-2-one (37.7 mg, 0.0973 mmol) in dry THF (1 mL) at room temperature under N2. The reaction was stirred for 30 min and a solution of 2-(bromomethyl)-5′-isopropyl-2′-methoxy-4-(trifluoromethyl)biphenyl (19.0 mg, 0.107 mmol) in dry THF (2 mL) was added by cannula. The reaction was stirred at room temperature for 3 days. The reaction was quenched with saturated N... The reactants are C(C)(C)(C)C1=C(OC2CNC2)C=CC=C1 (3-(2-tert-butylphenoxy)azetidine), C1(=CC=CC=C1)S(=O)(=O)Cl (benzenesulfonyl chloride). Solvent: N1=CC=CC=C1 (pyridine). Run at time 16 hour. The product is C(C)(C)(C)C1=C(OC2CN(C2)S(=O)(=O)C2=CC=CC=C2)C=CC=C1 (3-(2-tert-butylphenoxy)-1-(phenylsulfonyl)azetidine). Yield: 57.5%. As a reaction SMILES: [C:1]([C:5]1[CH:15]=[CH:14][CH:13]=[CH:12][C:6]=1[O:7][CH:8]1[CH2:11][NH:10][CH2:9]1)([CH3:4])([CH3:3])[CH3:2].[C:16]1([S:22](Cl)(=[O:24])=[O:23])[CH:21]=[CH:20][CH:19]=[CH:18][CH:17]=1>N1C=CC=CC=1>[C:1]([C:5]1[CH:15]=[CH:14][CH:13]=[CH:12][C:6]=1[O:7][CH:8]1[CH2:9][N:10]([S:22]([C:16]2[CH:21]=[CH:20][CH:19]=[CH:18][CH:17]=2)(=[O:24])=[O:23])[CH2:11]1)([CH3:4])([CH3:2])[CH3:3]. Reported procedure: To a stirred solution of 3-(2-tert-butylphenoxy)azetidine (0.30 g, 1.46 mmol) in pyridine (5.0 mL) was added benzenesulfonyl chloride (0.28 g, 1.61 mmol). After stirring for 16 h at room temperature, the reaction mixture was concentrated under reduced pressure and the residue was dissolved in ethyl acetate. The organic layer was washed with 1.0 N hydrochloric acid, water, saturated sodium chloride, dried (Na2SO4), filtered and concentrated under reduced pressure. The resulting yellow solid was r... Reactants: O=CCCCCCCCCCC(=O)OC (methyl 11-oxoundecanoate), BrC(F)(F)Br (dibromodifluoromethane), C1(=CC=CC=C1)P(C1=CC=CC=C1)C1=CC=CC=C1 (triphenylphosphine). The reagents and catalysts are [Zn] (zinc). Run in O (water), CC(=O)N(C)C (dimethylacetamide). Reaction conditions: time 60 hour. Product: FC(=CCCCCCCCCCC(=O)OC)F (methyl 12,12-difluoro-11-dodecenoate). The yield is 49.5%. As a reaction SMILES: O=[CH:2][CH2:3][CH2:4][CH2:5][CH2:6][CH2:7][CH2:8][CH2:9][CH2:10][CH2:11][C:12]([O:14][CH3:15])=[O:13].Br[C:17](Br)([F:19])[F:18].C1(P(C2C=CC=CC=2)C2C=CC=CC=2)C=CC=CC=1>CC(N(C)C)=O.O.[Zn]>[F:18][C:17]([F:19])=[CH:2][CH2:3][CH2:4][CH2:5][CH2:6][CH2:7][CH2:8][CH2:9][CH2:10][CH2:11][C:12]([O:14][CH3:15])=[O:13]. Reported procedure: A stirred mixture of 7.5 grams (0.035 mole) of methyl 11-oxoundecanoate and 14.7 grams (0.07 mole) of dibromodifluoromethane was cooled to 0°-10° C., and a solution of 18.4 grams (0.07 mole) of triphenylphosphine in 50 ml of dimethylacetamide was added dropwise. During the addition the temperature of the reaction mixture was maintained at 0°-10° C. Upon completion of addition the reaction mixture was allowed to warm to ambient temperature, and 4.6 grams (0.07 mole) of zinc dust was added in two ...